This data is from the Open Reaction Database (ORD), a public repository of structured organic reaction records. The task is: describe an organic reaction: reactants, conditions, products, and yield The reactants are C(C=1C(N)=CC=CC1)(=O)O (Anthranilic acid), C(C)(=O)O.C(=N)N (formamidine acetate), N (NH3). The solvent is COCCO (2-methoxyethanol). Reaction conditions: temperature 125 celsius. Yields the product N1C(N=CC2=CC=CC=C12)=O (quinazolone). Reaction SMILES: [C:1](O)(=O)[C:2]1[C:3](=[CH:5][CH:6]=[CH:7][CH:8]=1)[NH2:4].[C:11]([OH:14])(=O)C.C(N)=[NH:16].N>COCCO>[NH:4]1[C:3]2[C:2](=[CH:8][CH:7]=[CH:6][CH:5]=2)[CH:1]=[N:16][C:11]1=[O:14] |f:1.2|. Procedure details: Anthranilic acid ED.5 (1.00 g, 4.27 mmol) is placed in 2-methoxyethanol (2.0 mL), combined with formamidine acetate (890 mg, 8.55 mmol) and heated to 125° C. for 20 h. The reaction mixture is added to aqueous NH3 (200 mL, 0.01 M), the precipitate is filtered off, dried and quinazolone Z.8 (817 mg, 79%) is obtained.